This data is from the Open Reaction Database (ORD), a public repository of structured organic reaction records. The task is: describe an organic reaction: reactants, conditions, products, and yield Starting materials: FC=1C=C(CO)C=CC1F (3,4-Difluorobenzyl alcohol), [H-].[Na+] (sodium hydride), FC1=C(C#N)C(=CC=C1)F (2,6-difluorobenzonitrile), ice water. Solvent: CN(C=O)C (dimethylformamide), CN(C=O)C (dimethylformamide). Reaction conditions: time 1 hour. Yields the product FC1=C(C#N)C(=CC=C1)OCC1=CC(=C(C=C1)F)F (2-fluoro-6-(3,4-diflurophenylmethoxy)benzonitrile). Reaction SMILES: [F:1][C:2]1[CH:3]=[C:4]([CH:7]=[CH:8][C:9]=1[F:10])[CH2:5][OH:6].[H-].[Na+].[F:13][C:14]1[CH:21]=[CH:20][CH:19]=[C:18](F)[C:15]=1[C:16]#[N:17]>CN(C)C=O>[F:13][C:14]1[CH:21]=[CH:20][CH:19]=[C:18]([O:6][CH2:5][C:4]2[CH:7]=[CH:8][C:9]([F:10])=[C:2]([F:1])[CH:3]=2)[C:15]=1[C:16]#[N:17] |f:1.2|. Procedure details: 3,4-Difluorobenzyl alcohol (1.47 g; 10.1 mmol) was added to a cooled (0° C.) slurry of sodium hydride (0.414 g; 10.3 mmol) in dimethylformamide under nitrogen atmosphere. The reaction mixture was slowly warmed to room temperature, stirred for 1 hour. The reaction mixture was then added to a cooled (0° C.) solution of 2,6-difluorobenzonitrile in dimethylformamide, stirred for 3 hours at room temperature. The reaction mixture was poured on crushed ice-water, stirred, filtered, washed with water an... As a reaction SMILES: [CH3:1][C:2]1[C:6]([CH2:7][O:8][C:9]2[CH:14]=[CH:13][C:12]([S:15](Cl)(=[O:17])=[O:16])=[CH:11][CH:10]=2)=[C:5]([CH3:19])[O:4][N:3]=1.[NH3:20]>CO>[CH3:1][C:2]1[C:6]([CH2:7][O:8][C:9]2[CH:14]=[CH:13][C:12]([S:15]([NH2:20])(=[O:17])=[O:16])=[CH:11][CH:10]=2)=[C:5]([CH3:19])[O:4][N:3]=1. The yield is 69.9%. Reaction conditions: temperature 20 celsius, time 30 minute. Starting materials: CC1=NOC(=C1COC1=CC=C(C=C1)S(=O)(=O)Cl)C (4-{[(3,5-dimethyl-4-isoxazolyl)methyl]oxy}benzenesulfonyl chloride), N (ammonia). Run in CO (methanol). The product is CC1=NOC(=C1COC1=CC=C(C=C1)S(=O)(=O)N)C (4-((3,5-dimethylisoxazol-4-yl)methoxy)benzenesulfonamide). Procedure: 4-{[(3,5-dimethyl-4-isoxazolyl)methyl]oxy}benzenesulfonyl chloride (300 mg, 0.994 mmol) was added to ammonia solution (2 mL, 92 mmol, 0.88 NH3 in water). The reaction was stirred at 20° C. for 30 minutes, then left to stand overnight. The reaction mixture was diluted with methanol (5 mL) and passed sequentially through two separate aminopropyl (NH2) solid phase extraction (SPE) cartridges eluting with methanol. The product-containing fractions were combined and evaporated in vacuo to give produc... Starting materials: CCOC(=O)CC(=O)[O-], CC(=O)NCCc1ccccc1, [Cl-]. Yields the product CCOC(=O)CC(=O)c1ccc(CCNC(C)=O)cc1. RXN SMILES: [C:14]([CH2:15][C:16](=[O:17])[O-:18])(=[O:19])[O:20][CH2:21][CH3:22].[C:1]([CH3:2])(=[O:3])[NH:4][CH2:5][CH2:6][c:7]1[cH:8][cH:9][cH:10][cH:11][cH:12]1.[Cl-:13]>>[C:1]([CH3:2])(=[O:3])[NH:4][CH2:5][CH2:6][c:7]1[cH:8][cH:9][c:10]([C:16]([CH2:15][C:14](=[O:19])[O:20][CH2:21][CH3:22])=[O:17])[cH:11][cH:12]1. Starting materials: C=CC(=O)OCC, CC(=O)[O-], CC(=O)[O-], O=C(Nc1ccc(Br)c(F)c1)OCc1ccccc1, CCN(C(C)C)C(C)C, CN(C)C=O, [Pd+2], c1ccc(P(c2ccccc2)c2ccccc2)cc1. Product: CCOC(=O)C=Cc1ccc(NC(=O)OCc2ccccc2)cc1F. As a reaction SMILES: [C:20]([CH:21]=[CH2:22])(=[O:23])[O:24][CH2:25][CH3:26].[C:60]([O-:61])(=[O:62])[CH3:63].[C:65]([O-:66])(=[O:67])[CH3:68].[CH2:1]([c:2]1[cH:3][cH:4][cH:5][cH:6][cH:7]1)[O:8][C:9]([NH:10][c:11]1[cH:12][c:13]([F:18])[c:14]([Br:17])[cH:15][cH:16]1)=[O:19].[CH:27]([N:28]([CH2:29][CH3:30])[CH:31]([CH3:32])[CH3:33])([CH3:34])[CH3:35].[O:55]=[CH:56][N:57]([CH3:58])[CH3:59].[Pd+2:64].[c:36]1([P:37]([c:38]2[cH:39][cH:40][cH:41][cH:42][cH:43]2)[c:44]2[cH:45][cH:46][cH:47][cH:48][cH:49]2)[cH:50][cH:51][cH:52][cH:53][cH:54]1>>[CH2:1]([c:2]1[cH:3][cH:4][cH:5][cH:6][cH:7]1)[O:8][C:9]([NH:10][c:11]1[cH:12][c:13]([F:18])[c:14]([CH:22]=[CH:21][C:20](=[O:23])[O:24][CH2:25][CH3:26])[cH:15][cH:16]1)=[O:19]. Reactants: FC1=C2CCNC2=CC=C1 (4-fluoroindoline), CN1N=CC(=C1)C1=CC=C(N=N1)N1CCC(CC1)=O (1-(6-(1-methyl-1H-pyrazol-4-yl)pyridazin-3-yl)piperidin-4-one), [BH-](OC(=O)C)(OC(=O)C)OC(=O)C.[Na+] (NaBH(OAc)3). Run in C(Cl)Cl (CH2Cl2). Reaction conditions: time 24 hour. Product: FC1=C2CCN(C2=CC=C1)C1CCN(CC1)C=1N=NC(=CC1)C=1C=NN(C1)C (4-fluoro-1-(1-(6-(1-methyl-1H-pyrazol-4-yl)pyridazin-3-yl)piperidin-4-yl)indoline). Reaction SMILES: [F:1][C:2]1[CH:10]=[CH:9][CH:8]=[C:7]2[C:3]=1[CH2:4][CH2:5][NH:6]2.[CH3:11][N:12]1[CH:16]=[C:15]([C:17]2[N:22]=[N:21][C:20]([N:23]3[CH2:28][CH2:27][C:26](=O)[CH2:25][CH2:24]3)=[CH:19][CH:18]=2)[CH:14]=[N:13]1.[BH-](OC(C)=O)(OC(C)=O)OC(C)=O.[Na+]>C(Cl)Cl>[F:1][C:2]1[CH:10]=[CH:9][CH:8]=[C:7]2[C:3]=1[CH2:4][CH2:5][N:6]2[CH:26]1[CH2:27][CH2:28][N:23]([C:20]2[N:21]=[N:22][C:17]([C:15]3[CH:14]=[N:13][N:12]([CH3:11])[CH:16]=3)=[CH:18][CH:19]=2)[CH2:24][CH2:25]1 |f:2.3|. Reported procedure: To a mixture of 4-fluoroindoline (62 mg, 0.45 mmol) and 1-(6-(1-methyl-1H-pyrazol-4-yl)pyridazin-3-yl)piperidin-4-one, prepared as in STEP 3 above (77 mg, 0.3 mmol) in CH2Cl2 (3 mL) was added NaBH(OAc)3 (126 mg, 0.6 mmol). The resulting mixture was stirred at room temperature for 24 h and then concentrated. The resulting mixture was purified by column using 90-100% EtOAc/(CH2Cl2/hexane=1/1) as the eluent to yield the 4-fluoro-1-(1-(6-(1-methyl-1H-pyrazol-4-yl)pyridazin-3-yl)piperidin-4-yl)indoli... Reactants: C(C)(=O)OC[C@@H]1CC[C@@H](CC1)OC1=CC=CC2=C1C(=NO2)OCC2CCNCC2 ((cis-4-{[3-(Piperidin-4-ylmethoxy)-1,2-benzisoxazol-4-yl]oxy}cyclohexyl)methyl acetate), C(=O)C1(CCCC1)C(=O)OC (methyl 1-formylcyclopentanecarboxylate), C(=O)C1(CCC1)C(=O)OC (methyl 1-formylcyclobutanecarboxylate). Yields the product C(C)(=O)OC[C@H]1CC[C@H](CC1)OC1=CC=CC2=C1C(=NO2)OCC2CCN(CC2)CC2(CCCC2)C(=O)OC (Methyl 1-{[4-({[4-({cis-4-[(acetyloxy)methyl]cyclohexyl}oxy)-1,2-benzisoxazol-3-yl]oxy}methyl)-piperidin-1-yl]methyl}cyclopentanecarboxylate). RXN SMILES: [C:1]([O:4][CH2:5][C@H:6]1[CH2:11][CH2:10][C@@H:9]([O:12][C:13]2[C:18]3[C:19]([O:22][CH2:23][CH:24]4[CH2:29][CH2:28][NH:27][CH2:26][CH2:25]4)=[N:20][O:21][C:17]=3[CH:16]=[CH:15][CH:14]=2)[CH2:8][CH2:7]1)(=[O:3])[CH3:2].[CH:30]([C:32]1([C:37]([O:39][CH3:40])=[O:38])[CH2:36][CH2:35][CH2:34][CH2:33]1)=O.C(C1(C(OC)=O)CCC1)=O>>[C:1]([O:4][CH2:5][C@@H:6]1[CH2:7][CH2:8][C@H:9]([O:12][C:13]2[C:18]3[C:19]([O:22][CH2:23][CH:24]4[CH2:25][CH2:26][N:27]([CH2:30][C:32]5([C:37]([O:39][CH3:40])=[O:38])[CH2:36][CH2:35][CH2:34][CH2:33]5)[CH2:28][CH2:29]4)=[N:20][O:21][C:17]=3[CH:16]=[CH:15][CH:14]=2)[CH2:10][CH2:11]1)(=[O:3])[CH3:2]. Procedure details: The title compound was prepared according to the procedure described in Step 3 of EXAMPLE 2 using (cis-4-{[3-(piperidin-4-ylmethoxy)-1,2-benzisoxazol-4-yl]oxy}cyclohexyl)methyl acetate (EXAMPLE 46, Step 3) and methyl 1-formylcyclopentanecarboxylate (Synthesis 1997, 32-34) instead of 3-(piperidin-4-ylmethoxy)-4-(2,2,2-trifluoroethoxy)-1,2-benzisoxazole and methyl 1-formylcyclobutanecarboxylate. The product is CCOC(=O)CCc1cccc(C(O[SiH](C)C)C(C)(C)C)n1. The reactants are CCOC(=O)C=Cc1cccc(C(O[SiH](C)C)C(C)(C)C)n1, CCO, O=[Pt]=O. As a reaction SMILES: [C:1]([CH3:2])([CH3:3])([CH3:4])[CH:5]([c:6]1[cH:7][cH:8][cH:9][c:10]([CH:12]=[CH:13][C:14](=[O:15])[O:16][CH2:17][CH3:18])[n:11]1)[O:19][SiH:20]([CH3:21])[CH3:22].[CH3:23][CH2:24][OH:25].[Pt:26](=[O:27])=[O:28]>>[C:1]([CH3:2])([CH3:3])([CH3:4])[CH:5]([c:6]1[cH:7][cH:8][cH:9][c:10]([CH2:12][CH2:13][C:14](=[O:15])[O:16][CH2:17][CH3:18])[n:11]1)[O:19][SiH:20]([CH3:21])[CH3:22]. Starting materials: C1COCCO1, COC(=O)c1ccc(-c2cc(-c3ccc(C(F)(F)F)cc3CN3C(=O)OC(c4cc(C(F)(F)F)cc(C(F)(F)F)c4)C3C)c(F)cc2F)c(C)c1, [Li+], [OH-], O, O. Product: Cc1cc(C(=O)O)ccc1-c1cc(-c2ccc(C(F)(F)F)cc2CN2C(=O)OC(c3cc(C(F)(F)F)cc(C(F)(F)F)c3)C2C)c(F)cc1F. As a reaction SMILES: [CH2:56]1[O:57][CH2:58][CH2:59][O:60][CH2:61]1.[F:1][C:2]([c:3]1[cH:4][c:5]([CH:13]2[CH:14]([CH3:49])[N:15]([CH2:19][c:20]3[c:21](-[c:30]4[cH:31][c:32](-[c:38]5[c:39]([CH3:48])[cH:40][c:41]([C:44](=[O:45])[O:46][CH3:47])[cH:42][cH:43]5)[c:33]([F:37])[cH:34][c:35]4[F:36])[cH:22][cH:23][c:24]([C:26]([F:27])([F:28])[F:29])[cH:25]3)[C:16](=[O:18])[O:17]2)[cH:6][c:7]([C:9]([F:10])([F:11])[F:12])[cH:8]1)([F:50])[F:51].[Li+:54].[OH-:53].[OH2:52].[OH2:55]>>[F:1][C:2]([c:3]1[cH:4][c:5]([CH:13]2[CH:14]([CH3:49])[N:15]([CH2:19][c:20]3[c:21](-[c:30]4[cH:31][c:32](-[c:38]5[c:39]([CH3:48])[cH:40][c:41]([C:44](=[O:45])[OH:46])[cH:42][cH:43]5)[c:33]([F:37])[cH:34][c:35]4[F:36])[cH:22][cH:23][c:24]([C:26]([F:27])([F:28])[F:29])[cH:25]3)[C:16](=[O:18])[O:17]2)[cH:6][c:7]([C:9]([F:10])([F:11])[F:12])[cH:8]1)([F:50])[F:51]. Starting materials: COC(CC=1C=C(C=CC1)C1=C(C=CC=C1OC)CNCC)=O ((2′-ethylaminomethyl-6′-methoxy-biphenyl-3-yl)-acetic acid methyl ester), ClC(=O)OCC1=CC(=CC(=C1)F)F (3,5-difluorobenzyl chloroformate). The product is COC(CC=1C=C(C=CC1)C1=C(C=CC=C1OC)CN(CC)C(=O)OCC1=CC(=CC(=C1)F)F)=O ((2′-{[(3,5-Difluoro-benzyloxycarbonyl)-ethyl-amino]-methyl}-6′-methoxy-biphenyl-3-yl)-acetic acid methyl ester). Reaction SMILES: [CH3:1][O:2][C:3](=[O:23])[CH2:4][C:5]1[CH:6]=[C:7]([C:11]2[C:16]([O:17][CH3:18])=[CH:15][CH:14]=[CH:13][C:12]=2[CH2:19][NH:20][CH2:21][CH3:22])[CH:8]=[CH:9][CH:10]=1.Cl[C:25]([O:27][CH2:28][C:29]1[CH:34]=[C:33]([F:35])[CH:32]=[C:31]([F:36])[CH:30]=1)=[O:26]>>[CH3:1][O:2][C:3](=[O:23])[CH2:4][C:5]1[CH:6]=[C:7]([C:11]2[C:16]([O:17][CH3:18])=[CH:15][CH:14]=[CH:13][C:12]=2[CH2:19][N:20]([C:25]([O:27][CH2:28][C:29]2[CH:30]=[C:31]([F:36])[CH:32]=[C:33]([F:35])[CH:34]=2)=[O:26])[CH2:21][CH3:22])[CH:8]=[CH:9][CH:10]=1. Reported procedure: Prepared according to the procedure described in Example 1, Step 6, using the following starting materials: (2′-ethylaminomethyl-6′-methoxy-biphenyl-3-yl)-acetic acid methyl ester and 3,5-difluorobenzyl chloroformate. Reactants: BrC1C([C@@H]2[C@@H](CN(C2)C(=O)OC(C)(C)C)C1)=O ((3aR,6aS)-tert-butyl 5-bromo-4-oxohexahydrocyclopenta[c]pyrrole-2(1H)-carboxylate), N1C=NC=C1 (1H-imidazole). Solvent: CC(=O)C (acetone). Product: N1(C=NC=C1)C1C([C@@H]2[C@@H](CN(C2)C(=O)OC(C)(C)C)C1)=O ((3aR,6aS)-tert-butyl 5-(1H-imidazol-1-yl)-4-oxohexahydrocyclopenta[c]pyrrole-2(1H)-carboxylate). Reaction SMILES: Br[CH:2]1[CH2:16][C@@H:5]2[CH2:6][N:7]([C:9]([O:11][C:12]([CH3:15])([CH3:14])[CH3:13])=[O:10])[CH2:8][C@@H:4]2[C:3]1=[O:17].[NH:18]1[CH:22]=[CH:21][N:20]=[CH:19]1>CC(C)=O>[N:18]1([CH:2]2[CH2:16][C@@H:5]3[CH2:6][N:7]([C:9]([O:11][C:12]([CH3:15])([CH3:14])[CH3:13])=[O:10])[CH2:8][C@@H:4]3[C:3]2=[O:17])[CH:22]=[CH:21][N:20]=[CH:19]1. Procedure: A solution of (3aR,6aS)-tert-butyl 5-bromo-4-oxohexahydrocyclopenta[c]pyrrole-2(1H)-carboxylate (300 mg, 0.986 mmol) from Step 1, 1H-imidazole (201 mg, 2.96 mmol), and acetone (0.5 mL) in a 4 mL vial was stirred for 1.5 h at 80° C. The reaction mixture was then concentrated. The crude product was purified chromatographically using a 12 g silica gel cartridge with a gradient of 0-10% CH3OH/CH2Cl2 over 20 min to give (3aR,6aS)-tert-butyl 5-(1H-imidazol-1-yl)-4-oxohexahydrocyclopenta[c]pyrrole-2(1H...